Dataset: the Open Reaction Database (ORD), a public repository of structured organic reaction records. Task: describe an organic reaction: reactants, conditions, products, and yield Reactants: CCN(CC)C(=O)Cl, Cc1cc2nc(-c3n[nH]c4c3CNCC4)[nH]c2cc1C. Yields the product CCN(CC)C(=O)N1CCc2[nH]nc(-c3nc4cc(C)c(C)cc4[nH]3)c2C1. RXN SMILES: [CH2:21]([CH3:22])[N:23]([C:24](=[O:25])[Cl:26])[CH2:27][CH3:28].[CH3:1][c:2]1[cH:3][c:4]2[c:5]([nH:6][c:7](-[c:9]3[n:10][nH:11][c:12]4[c:13]3[CH2:14][NH:15][CH2:16][CH2:17]4)[n:8]2)[cH:18][c:19]1[CH3:20]>>[CH3:1][c:2]1[cH:3][c:4]2[c:5]([nH:6][c:7](-[c:9]3[n:10][nH:11][c:12]4[c:13]3[CH2:14][N:15]([C:24]([N:23]([CH2:21][CH3:22])[CH2:27][CH3:28])=[O:25])[CH2:16][CH2:17]4)[n:8]2)[cH:18][c:19]1[CH3:20]. Starting materials: [K+].[Br-] (KBr), ClC=1C=C(C=CC1)C(CNC(CC1=CC2=C(OC(O2)(C(=O)O)C(=O)O)C=C1)C)O (5-{2-[2-(3-chloro-phenyl)-2-hydroxy-ethylamino]-propyl}-benzo[1,3]dioxole-2,2-dicarboxylic acid), C12(CC3CC(CC(C1)C3)C2)CO (adamantan-1-ylmethanol), Cl (HCl). Run in C(Cl)(Cl)Cl (CHCl3). Product: C12(CC3CC(CC(C1)C3)C2)COC(=O)C2(OC3=C(O2)C=CC(=C3)C[C@@H](C)NC[C@H](O)C3=CC(=CC=C3)Cl)C(=O)OCC32CC1CC(CC(C3)C1)C2 (5-{(2R)-2-[(2R)-2-(3-Chloro-phenyl)-2-hydroxy-ethylamino]-propyl}-benzo[1,3]dioxole-2,2-dicarboxylic acid bis-adamantan-1-ylmethyl ester). As a reaction SMILES: [Cl:1][C:2]1[CH:3]=[C:4]([CH:8]([OH:29])[CH2:9][NH:10][CH:11]([CH3:28])[CH2:12][C:13]2[CH:27]=[CH:26][C:16]3[O:17][C:18]([C:23]([OH:25])=[O:24])([C:20]([OH:22])=[O:21])[O:19][C:15]=3[CH:14]=2)[CH:5]=[CH:6][CH:7]=1.[C:30]12([CH2:40]O)[CH2:39][CH:34]3[CH2:35][CH:36]([CH2:38][CH:32]([CH2:33]3)[CH2:31]1)[CH2:37]2.Cl.[K+].[Br-]>C(Cl)(Cl)Cl>[C:30]12([CH2:40][O:24][C:23]([C:18]3([C:20]([O:22][CH2:40][C:30]45[CH2:39][CH:34]6[CH2:33][CH:32]([CH2:38][CH:36]([CH2:35]6)[CH2:37]4)[CH2:31]5)=[O:21])[O:17][C:16]4[CH:26]=[CH:27][C:13]([CH2:12][C@H:11]([NH:10][CH2:9][C@@H:8]([C:4]5[CH:5]=[CH:6][CH:7]=[C:2]([Cl:1])[CH:3]=5)[OH:29])[CH3:28])=[CH:14][C:15]=4[O:19]3)=[O:25])[CH2:39][CH:34]3[CH2:35][CH:36]([CH2:38][CH:32]([CH2:33]3)[CH2:31]1)[CH2:37]2 |f:3.4|. Procedure: The title compound was prepared from 5-{2-[2-(3-chloro-phenyl)-2-hydroxy-ethylamino]-propyl}-benzo[1,3]dioxole-2,2-dicarboxylic acid and adamantan-1-ylmethanol according to the procedure of Example 1 as a white solid (HCl salt); 1H NMR (CDCl3) δ 1.25 (m, 2H), 1.35 (d, 3H), 1.51 (s, 12H), 1.55-1.61 (m, 2H), 1.61-1.67 (m, 4H), 1.67-1.75 (m, 6H), 1.97 (s, 4H), 3.20 (s, 2H), 3.42-3.49 (m, 2H), 3.88 (s, 4H), 4-11-4.16 (q, 1H), 5.45 (bd, 1H), 5.65 (bd, 1H), 6.75 (m, 1H), 6.78-6.89 (m, 2H), 7.23-7.30 (... As a reaction SMILES: [CH3:35][N:36]1[CH2:37][CH2:38][CH2:39][C:40]1=[O:41].[Cl:19][c:20]1[cH:21][c:22]([C:31]([F:32])([F:33])[F:34])[n:23][c:24]2[cH:25][cH:26][c:27]([F:30])[cH:28][c:29]12.[NH2:1][CH:2]1[CH2:3][CH2:4][CH:5]([NH:8][C:9]([c:10]2[cH:11][c:12]([F:17])[cH:13][c:14]([F:16])[cH:15]2)=[O:18])[CH2:6][CH2:7]1>>[NH:1]([CH:2]1[CH2:3][CH2:4][CH:5]([NH:8][C:9]([c:10]2[cH:11][c:12]([F:17])[cH:13][c:14]([F:16])[cH:15]2)=[O:18])[CH2:6][CH2:7]1)[c:20]1[cH:21][c:22]([C:31]([F:32])([F:33])[F:34])[n:23][c:24]2[cH:25][cH:26][c:27]([F:30])[cH:28][c:29]12. Product: O=C(NC1CCC(Nc2cc(C(F)(F)F)nc3ccc(F)cc23)CC1)c1cc(F)cc(F)c1. The reactants are CN1CCCC1=O, Fc1ccc2nc(C(F)(F)F)cc(Cl)c2c1, NC1CCC(NC(=O)c2cc(F)cc(F)c2)CC1. Starting materials: II (iodine), B(OC)(OC)OC (trimethyl borate), BrC=1C=C2CN(CC2=CC1)C(C)C (5-bromo-2-(1-methylethyl)-2,3-dihydro-1H-isoindole), BrC=1C=C2CN(CC2=CC1)C(C)C (5-bromo-2-(1-methylethyl)-2,3-dihydro-1H-isoindole), [Mg] (magnesium). Solvent: O1CCCC1 (tetrahydrofuran). Run at temperature 5 celsius. Product: CC(C)N1CC2=CC=C(C=C2C1)B(O)O ([2-(1-Methylethyl)-2,3-dihydro-1H-isoindol-5-yl]boronic acid). Reaction SMILES: Br[C:2]1[CH:3]=[C:4]2[C:8](=[CH:9][CH:10]=1)[CH2:7][N:6]([CH:11]([CH3:13])[CH3:12])[CH2:5]2.[Mg].II.[B:17](OC)([O:20]C)[O:18]C>O1CCCC1>[CH3:12][CH:11]([N:6]1[CH2:5][C:4]2[C:8](=[CH:9][CH:10]=[C:2]([B:17]([OH:20])[OH:18])[CH:3]=2)[CH2:7]1)[CH3:13]. Reported procedure: A solution of 5-bromo-2-(1-methylethyl)-2,3-dihydro-1H-isoindole (Intermediate 6, 20 g) in dry tetrahydrofuran (THF) (200 mL) was added to magnesium turnings (3.04 g). To this was added a crystal of iodine and the reaction mixture was heated at reflux for 4 hours. The reaction mixture was cooled to 5° C. and to this was added trimethyl borate (11.17 mL). After 1 hour the reaction was quenched with 2N hydrochloric acid (200 mL). The aqueous phase was extracted with ethyl acetate (3×200 mL), with ... The reactants are COC1=C(C(=O)Cl)C=CC=C1 (2-methoxybenzoyl chloride), C=CC1=CC=CC=C1 (styrene), C(CCC)N(CCCC)CCCC (tri-n-butylamine). Reagents/catalysts: C(C)(=O)[O-].[Pd+2].C(C)(=O)[O-] (palladium acetate). The solvent is C(OCC)(OCC)=O (diethyl carbonate). Product: COC1=C(C=CC=C1)C=CC1=CC=CC=C1 (2-methoxystilbene). The yield is 49.0%. As a reaction SMILES: [CH3:1][O:2][C:3]1[CH:11]=[CH:10][CH:9]=[CH:8][C:4]=1[C:5](Cl)=O.C=[CH:13][C:14]1[CH:19]=[CH:18][CH:17]=[CH:16][CH:15]=1.C(N(CCCC)CCCC)CCC>C(=O)(OCC)OCC.C([O-])(=O)C.[Pd+2].C([O-])(=O)C>[CH3:1][O:2][C:3]1[CH:11]=[CH:10][CH:9]=[CH:8][C:4]=1[CH:5]=[CH:13][C:14]1[CH:19]=[CH:18][CH:17]=[CH:16][CH:15]=1 |f:4.5.6|. Procedure: The procedure described in Example 1 is followed, except that 17.1 g (0.1 mol) of 2-methoxybenzoyl chloride, 13 g (0.125 mol) of styrene, 23.2 g (0.125 mol) of tri-n-butylamine and 0.225 g (0.001 mol) of palladium acetate are used. After a reaction time of 3 hours at a bath temperature of 140° C., in 100 ml of diethyl carbonate as the solvent, 10.3 g (0.049 mol) of 2-methoxystilbene, corresponding to a yield of 49% of theory, are obtained; melting point 69°-70° C. Reactants: CSC(=C(C#N)C#N)SC (3,3-bis-methylmercapto-2-cyano-acrylonitrile), COC1=CC=C(CN)C=C1 (4-methoxy-benzylamine), C(C)O (ethanol). Run in CCCCCC (hexane). Yields the product C(#N)C(C#N)=C(SC)NCC1=CC=C(C=C1)OC (2-Cyano-3-(4-methoxy-benzylamino)-3-methylmercapto-acrylonitrile). Reaction SMILES: CS[C:3]([S:9][CH3:10])=[C:4]([C:7]#[N:8])[C:5]#[N:6].[CH3:11][O:12][C:13]1[CH:20]=[CH:19][C:16]([CH2:17][NH2:18])=[CH:15][CH:14]=1.C(O)C>CCCCCC>[C:5]([C:4](=[C:3]([NH:18][CH2:17][C:16]1[CH:19]=[CH:20][C:13]([O:12][CH3:11])=[CH:14][CH:15]=1)[S:9][CH3:10])[C:7]#[N:8])#[N:6]. Reported procedure: A mixture of 17.03 g (0.1 mol) of 3,3-bis-methylmercapto-2-cyano-acrylonitrile, 12.98 ml (0.1 mol) of 4-methoxy-benzylamine and 60 ml of ethanol is heated under reflux for 2 hours. Approx. 90 ml of hexane are then added dropwise to the hot solution which is then allowed to cool to RT. The title compound which has precipitated in the form of colorless crystals is filtered off, washed with diethyl ether and dried under a HV; m.p. 100-101° C. Starting materials: N1(CCCCC1)CC=1C=C(OCCCNC(=O)NN)C=CC1 (N-[3-[3-(1-piperidinylmethyl) phenoxy]propyl]-hydrazine carboxamide), C(C)N=C=S (ethyl isothiocyanate). The product is C(C)NC(NNC(=O)NCCCOC1=CC(=CC=C1)CN1CCCCC1)=S (2-(Ethylaminothioxomethyl)-N-[3-[3-(1-piperidinylmethyl)phenoxy]propyl]-hydrazine carboxamide). RXN SMILES: [N:1]1([CH2:7][C:8]2[CH:9]=[C:10]([CH:20]=[CH:21][CH:22]=2)[O:11][CH2:12][CH2:13][CH2:14][NH:15][C:16]([NH:18][NH2:19])=[O:17])[CH2:6][CH2:5][CH2:4][CH2:3][CH2:2]1.[CH2:23]([N:25]=[C:26]=[S:27])[CH3:24]>>[CH2:23]([NH:25][C:26](=[S:27])[NH:19][NH:18][C:16]([NH:15][CH2:14][CH2:13][CH2:12][O:11][C:10]1[CH:20]=[CH:21][CH:22]=[C:8]([CH2:7][N:1]2[CH2:6][CH2:5][CH2:4][CH2:3][CH2:2]2)[CH:9]=1)=[O:17])[CH3:24]. Reported procedure: The compound is prepared by a method analogous to that of Example 17 from N-[3-[3-(1-piperidinylmethyl) phenoxy]propyl]-hydrazine carboxamide and ethyl isothiocyanate. The analytical values are summarized in Table I.